This data is from the Open Reaction Database (ORD), a public repository of structured organic reaction records. The task is: describe an organic reaction: reactants, conditions, products, and yield The reactants are C(CCCCCCC)=C1C(N(C(S1)=O)CCCCSC1=CC=CC=2N1C=CN2)=O (5-octylidene-3-[4-(imidazo[1,2-a]pyridin-5-ylthio)butyl]thiazolidine-2,4-dione), Cl (hydro-chloric acid). Solvent: CO (methanol). The product is Cl.C(CCCCCCC)=C1C(N(C(S1)=O)CCCCSC1=CC=CC=2N1C=CN2)=O (5-octylidene-3-[4-(imidazo[1,2-a]pyridin-5-ylthio)butyl]thiazolidine-2,4-dione hydrochloride). As a reaction SMILES: [CH:1](=[C:9]1[S:13][C:12](=[O:14])[N:11]([CH2:15][CH2:16][CH2:17][CH2:18][S:19][C:20]2[N:25]3[CH:26]=[CH:27][N:28]=[C:24]3[CH:23]=[CH:22][CH:21]=2)[C:10]1=[O:29])[CH2:2][CH2:3][CH2:4][CH2:5][CH2:6][CH2:7][CH3:8].[ClH:30]>CO>[ClH:30].[CH:1](=[C:9]1[S:13][C:12](=[O:14])[N:11]([CH2:15][CH2:16][CH2:17][CH2:18][S:19][C:20]2[N:25]3[CH:26]=[CH:27][N:28]=[C:24]3[CH:23]=[CH:22][CH:21]=2)[C:10]1=[O:29])[CH2:2][CH2:3][CH2:4][CH2:5][CH2:6][CH2:7][CH3:8] |f:3.4|. Procedure: To a solution of 1.54 g (3.57 mmol) of 5-octylidene-3-[4-(imidazo[1,2-a]pyridin-5-ylthio)butyl]thiazolidine-2,4-dione in 30 ml of methanol, 0.34 ml of concentrated hydro-chloric acid was added. After the solvent was distilled off, the residue was washed with diethyl ether to yield 1.65 g (98.7%, yellow-orange oily substance) of the desires product.